Dataset: the Open Reaction Database (ORD), a public repository of structured organic reaction records. Task: describe an organic reaction: reactants, conditions, products, and yield The reactants are CCCCCC, COCCOC, NN1CCCOC1=O, O=C=Nc1ccccc1. RXN SMILES: [CH3:24][CH2:25][CH2:26][CH2:27][CH2:28][CH3:29].[CH3:9][O:10][CH2:11][CH2:12][O:13][CH3:14].[NH2:1][N:2]1[C:3](=[O:8])[O:4][CH2:5][CH2:6][CH2:7]1.[O:15]=[C:16]=[N:17][c:18]1[cH:19][cH:20][cH:21][cH:22][cH:23]1>>[NH:1]([N:2]1[C:3](=[O:8])[O:4][CH2:5][CH2:6][CH2:7]1)[C:16](=[O:15])[NH:17][c:18]1[cH:19][cH:20][cH:21][cH:22][cH:23]1. The product is O=C(Nc1ccccc1)NN1CCCOC1=O. The reactants are [Si](C)(C)(C(C)(C)C)OC1=C(C=C(C=O)C=C1)OCC (4-(tert-butyldimethylsilyloxy)-3-ethoxybenzaldehyde), [BH4-].[Na+] (NaBH4), C(=O)(O)[O-].[Na+] (NaHCO3). Solvent: CCO (EtOH). Conditions: temperature 0 celsius, time 2 hour. The product is [Si](C)(C)(C(C)(C)C)OC1=C(C=C(C=C1)CO)OCC ((4-(tert-butyldimethylsilyloxy)-3-ethoxyphenyl)methanol). Yield: 98.3%. RXN SMILES: [Si:1]([O:8][C:9]1[CH:16]=[CH:15][C:12]([CH:13]=[O:14])=[CH:11][C:10]=1[O:17][CH2:18][CH3:19])([C:4]([CH3:7])([CH3:6])[CH3:5])([CH3:3])[CH3:2].[BH4-].[Na+].C([O-])(O)=O.[Na+]>CCO>[Si:1]([O:8][C:9]1[CH:16]=[CH:15][C:12]([CH2:13][OH:14])=[CH:11][C:10]=1[O:17][CH2:18][CH3:19])([C:4]([CH3:7])([CH3:6])[CH3:5])([CH3:3])[CH3:2] |f:1.2,3.4|. Procedure: To a solution of 4-(tert-butyldimethylsilyloxy)-3-ethoxybenzaldehyde (12.7 g, 45.4 mmol, 1.0 equiv.) in EtOH (50 mL), NaBH4 (868 mg, 22.7 mmol, 0.5 equiv.) was added at 0° C., and the mixture was stirred at 0° C. for 2 h. After slow addition of sat. aq. NaHCO3-solution, the aqueous layer was extracted with EtOAc (2×). The combined organic phases were washed with brine, dried (MgSO4), filtered and the filtrate was concentrated to yield 12.6 g (98%) of (4-(tert-butyldimethylsilyloxy)-3-ethoxypheny... Reaction SMILES: Cl[CH2:2][C:3]#[N:4].P(OCC)(OCC)OCC.C[O-].[Na+].[CH3:18][C:19]1[CH:24]=[CH:23][CH:22]=[CH:21][C:20]=1[C:25]1[C:29]([CH:30]=O)=[CH:28][NH:27][CH:26]=1>CN(C)C=O.O>[CH3:18][C:19]1[CH:24]=[CH:23][CH:22]=[CH:21][C:20]=1[C:25]1[C:29](/[CH:30]=[CH:2]\[C:3]#[N:4])=[CH:28][NH:27][CH:26]=1.[CH3:18][C:19]1[CH:24]=[CH:23][CH:22]=[CH:21][C:20]=1[C:25]1[C:29](/[CH:30]=[CH:2]/[C:3]#[N:4])=[CH:28][NH:27][CH:26]=1 |f:2.3|. Product: CC1=C(C=CC=C1)C1=CNC=C1\C=C/C#N ((Z)-β-[3-(2-methylphenyl)pyrrol -4-yl]-acrylonitrile), CC1=C(C=CC=C1)C1=CNC=C1/C=C/C#N ((E)-β-[3-(2-methylphenyl)pyrrol -4-yl]-acrylonitrile). Isolated yield 36.0%. The solvent is O (water), CN(C=O)C (dimethylformamide), CN(C=O)C (dimethylformamide). Reported procedure: 2.5 g (0.0326 mol) of chloroacetonitrile and 5.4 g (0.0326 mol) of triethyl phosphite are heated to 200° C. until the evolution of gas has ended. 30 ml of dimethylformamide and 1.8 g (0.034 mol) of sodium methylate are added to the cooled mixture and 3.0 g (0.0162 mol) of 3-(2-methylphenyl)-pyrrole-4-aldehyde in 5 ml of dimethylformamide are then added dropwise at 0° C. with stirring. After completion of the addition, the reaction mixture is stirred for 16 hours at room temperature and then adde... The reactants are C[O-].[Na+] (sodium methylate), CC1=C(C=CC=C1)C1=CNC=C1C=O (3-(2-methylphenyl)-pyrrole-4-aldehyde), ClCC#N (chloroacetonitrile), P(OCC)(OCC)OCC (triethyl phosphite). Procedure: m-Anisoyl cyanide was prepared according to the general procedure reported by G. A. Olah et al. [supra]. Under dry conditions, 1.686 g of m-anisoyl chloride (99%, Aldrich) (9.88 mmol), 30 mL of methylene chloride, freshly distilled from phosphorus pentoxide under nitrogen, and 1.6 mL of trimethylsilyl cyanide (12 mmol) were added to a 100-mL round bottom flask. To this solution 0.25 mL of tin (IV) chloride (2.1 mmol) was added. On addition of the tin (IV) chloride, the color of the solution chan... Run in C(Cl)Cl (methylene chloride). The product is C(C1=CC(=CC=C1)OC)(=O)C#N (m-Anisoyl cyanide), dark brown oil. RXN SMILES: [C:1](Cl)(=[O:10])[C:2]1[CH:7]=[CH:6][CH:5]=[C:4]([O:8][CH3:9])[CH:3]=1.O=P12OP3(OP(OP(O3)(O1)=O)(=O)O2)=O.C[Si]([C:30]#[N:31])(C)C.[Sn](Cl)(Cl)(Cl)Cl>C(Cl)Cl>[C:1]([C:30]#[N:31])(=[O:10])[C:2]1[CH:7]=[CH:6][CH:5]=[C:4]([O:8][CH3:9])[CH:3]=1. The reactants are C(C1=CC(=CC=C1)OC)(=O)Cl (m-anisoyl chloride), O=P12OP3(=O)OP(=O)(O1)OP(=O)(O2)O3 (phosphorus pentoxide), bronze, [Sn](Cl)(Cl)(Cl)Cl (tin (IV) chloride), C[Si](C)(C)C#N (trimethylsilyl cyanide), [Sn](Cl)(Cl)(Cl)Cl (tin (IV) chloride). Run at time 2 hour. The reactants are CCOC(CCCN1CCCCCOC1=O)OCC, C1CCOC1. Product: O=CCCCN1CCCCCOC1=O. RXN SMILES: [CH2:1]([O:3][CH:4]([O:2][CH2:17][CH3:18])[CH2:5][CH2:6][CH2:7][N:8]1[C:9](=[O:16])[O:10][CH2:11][CH2:12][CH2:13][CH2:14][CH2:15]1)[CH3:19].[O:20]1[CH2:21][CH2:22][CH2:23][CH2:24]1>>[O:3]=[CH:4][CH2:5][CH2:6][CH2:7][N:8]1[C:9](=[O:16])[O:10][CH2:11][CH2:12][CH2:13][CH2:14][CH2:15]1. The reactants are C([O-])([O-])=O.[Ca+2] (calcium carbonate), CC(C)(C#CC(C)(O)C)O (2,5-dimethyl-hex-3-yne-2,5-diol), N1=CC=CC2=CC=CC=C12 (quinoline), [H][H] (hydrogen), [H][H] (hydrogen). The solvent is CO (methanol). Yields the product CC(C)(\C=C/C(C)(O)C)O (cis 2,5-dimethyl-hex-3-ene-2,5-diol). Isolated yield 99.4%. Reaction SMILES: C(=O)([O-])[O-].[Ca+2].N1C2C(=CC=CC=2)C=CC=1.[CH3:16][C:17]([OH:25])([C:19]#[C:20][C:21]([CH3:24])([OH:23])[CH3:22])[CH3:18].[H][H]>CO>[CH3:16][C:17]([OH:25])(/[CH:19]=[CH:20]\[C:21]([CH3:24])([OH:23])[CH3:22])[CH3:18] |f:0.1|. Procedure details: 1.6 g of 5% palladized calcium carbonate and 0.6 g of quinoline were added to a solution of 24 g of 2,5-dimethyl-hex-3-yne-2,5-diol [Ray et al, Am. Soc., Vol. 74 (1952), p. 1247] in 200 ml of methanol and the mixture was stirred with hydrogen until hydrogen absorption ceased. The catalyst was removed by filtration and the filtrate was evaporated to dryness under reduced pressure to obtain 24.2 g of cis 2,5-dimethyl-hex-3-ene-2,5-diol melting at 64° C. which was used as is for the next step. Reactants: [BH4-], CO, [Na+], CC(C)(C)c1cc(I)c2c(c1)C=NS(=O)(=O)O2, O. Product: CC(C)(C)c1cc(I)c2c(c1)CNS(=O)(=O)O2. RXN SMILES: [BH4-:18].[CH3:21][OH:22].[Na+:19].[O:1]=[S:2]1(=[O:17])[O:3][c:4]2[c:5]([cH:8][c:9]([C:13]([CH3:14])([CH3:15])[CH3:16])[cH:10][c:11]2[I:12])[CH:6]=[N:7]1.[OH2:20]>>[O:1]=[S:2]1(=[O:17])[O:3][c:4]2[c:5]([cH:8][c:9]([C:13]([CH3:14])([CH3:15])[CH3:16])[cH:10][c:11]2[I:12])[CH2:6][NH:7]1. Reactants: C(C1=CC=CC=C1)OC([C@@H](NC([C@@H](NC([C@@H](NC([C@@H](NC([C@@H](NC(CCC(=O)OC(C)(C)C)=O)CC(OC(C)(C)C)=O)=O)CCC(OC(C)(C)C)=O)=O)CC1=C(C=CC=C1)C)=O)C(C)(C)C)=O)CC1CCCC1)=O (N-[N-[N-[N-[N-[3-(tert-butoxycarbonyl)propionyl]-O-tert-butyl-L-α-aspartyl]-O-tert-butyl-L-α-glutamyl]-2-methyl-L-phenylalanyl]-3-methyl-L-valyl]-3-cyclopentyl-L-alanine benzyl ester). Reagents/catalysts: [Pd] (palladium/carbon). The product is C(C)(C)(C)OC(=O)CCC(=O)N[C@@H](CC(OC(C)(C)C)=O)C(=O)N[C@@H](CCC(OC(C)(C)C)=O)C(=O)N[C@@H](CC1=C(C=CC=C1)C)C(=O)N[C@@H](C(C)(C)C)C(=O)N[C@@H](CC1CCCC1)C(=O)O (N-[N-[N-[N-[N-[3-(tert-butoxycarbonyl)propionyl]-O-tert-butyl-L-α-aspartyl]-O-tert-butyl-L-α-glutamyl]-2-methyl-L-phenylalanyl]-3-methyl-L-valyl]-3-cyclopentyl-L-alanine). Isolated yield 97.8%. RXN SMILES: C([O:8][C:9](=[O:74])[C@H:10]([CH2:68][CH:69]1[CH2:73][CH2:72][CH2:71][CH2:70]1)[NH:11][C:12](=[O:67])[C@H:13]([C:63]([CH3:66])([CH3:65])[CH3:64])[NH:14][C:15](=[O:62])[C@H:16]([CH2:54][C:55]1[CH:60]=[CH:59][CH:58]=[CH:57][C:56]=1[CH3:61])[NH:17][C:18](=[O:53])[C@H:19]([CH2:44][CH2:45][C:46](=[O:52])[O:47][C:48]([CH3:51])([CH3:50])[CH3:49])[NH:20][C:21](=[O:43])[C@H:22]([CH2:35][C:36](=[O:42])[O:37][C:38]([CH3:41])([CH3:40])[CH3:39])[NH:23][C:24](=[O:34])[CH2:25][CH2:26][C:27]([O:29][C:30]([CH3:33])([CH3:32])[CH3:31])=[O:28])C1C=CC=CC=1>[Pd]>[C:30]([O:29][C:27]([CH2:26][CH2:25][C:24]([NH:23][C@H:22]([C:21]([NH:20][C@H:19]([C:18]([NH:17][C@H:16]([C:15]([NH:14][C@H:13]([C:12]([NH:11][C@H:10]([C:9]([OH:74])=[O:8])[CH2:68][CH:69]1[CH2:73][CH2:72][CH2:71][CH2:70]1)=[O:67])[C:63]([CH3:64])([CH3:65])[CH3:66])=[O:62])[CH2:54][C:55]1[CH:60]=[CH:59][CH:58]=[CH:57][C:56]=1[CH3:61])=[O:53])[CH2:44][CH2:45][C:46](=[O:52])[O:47][C:48]([CH3:49])([CH3:51])[CH3:50])=[O:43])[CH2:35][C:36](=[O:42])[O:37][C:38]([CH3:39])([CH3:40])[CH3:41])=[O:34])=[O:28])([CH3:31])([CH3:32])[CH3:33]. Procedure: A solution of 230 mg (0.223 mmol) of N-[N-[N-[N-[N-[3-(tert-butoxycarbonyl)propionyl]-O-tert-butyl-L-α-aspartyl]-O-tert-butyl-L-α-glutamyl]-2-methyl-L-phenylalanyl]-3-methyl-L-valyl]-3-cyclopentyl-L-alanine benzyl ester in 10 ml of dimethylformamidewas hydrogenated over 25 mg of 10% palladium/carbon for 3 hours. The catalyst was removed by filtration, the filtrate was evaporated and the residue was triturated with diethyl ether to give 206 mg of N-[N-[N-[N-[N-[3-(tert-butoxycarbonyl)propionyl]-O... Starting materials: CCCCCCCCCCC(CCCCCCCC)CO (octyldodecanol), [N-]=C=O (isocyanate), [N-]=C=O.[N-]=C=O.N(C(=O)N)C1=NC(NC=C1)=O (ureidopyrimidone diisocyanate), C(CCCCCCCCCCC)(=O)[O-].C(CCCCCCCCCCC)(=O)[O-].C(CCC)[Sn+2]CCCC (dibutyltin dilaurate). The solvent is ClCCl (dichloromethane), CC1OCCC1 (methyltetrahydrofuran). Yields the product N(C(=O)N)C1=NC(NC=C1)=O (Ureidopyrimidone). As a reaction SMILES: [N-:1]=[C:2]=[O:3].[N-:4]=C=O.N([C:11]1[CH:16]=[CH:15][NH:14][C:13](=[O:17])[N:12]=1)C(N)=O.CCCCCCCCCCC(CO)CCCCCCCC.C([O-])(=O)CCCCCCCCCCC.C([O-])(=O)CCCCCCCCCCC.C([Sn+2]CCCC)CCC.[N-]=C=O>CC1CCCO1.ClCCl>[NH:1]([C:11]1[CH:16]=[CH:15][NH:14][C:13](=[O:17])[N:12]=1)[C:2]([NH2:4])=[O:3] |f:0.1.2,4.5.6|. Procedure: 70 g of ureidopyrimidone diisocyanate are dissolved in methyltetrahydrofuran, under argon. 80.3 g of octyldodecanol in 100 ml of dichloromethane are added, under argon, followed by addition of 15 microliters of dibutyltin dilaurate (catalyst). The reaction mixture is refluxed until the isocyanate peak (2250-2265 cm−1) has disappeared on IR spectrometry. Starting materials: N1CCOCC1 (morpholine), N1C=CC2=CC(=CC=C12)NC=1C2=C(N=CN1)C=C(S2)C2=CC=C(C=O)C=C2 (4-[4-(1H-indol-5-ylamino)-thieno[3,2-d]pyrimidin-6-yl]-benzaldehyde). Yields the product N1C=CC2=CC(=CC=C12)NC=1C2=C(N=CN1)C=C(S2)C2=CC=C(C=C2)CN2CCOCC2 ((1H-Indol-5yl)-[6-(4-morpholin4-ylmethyl-phenyl)-thieno[3,2-d]pyrimidin-4-yl]-amine). Reaction SMILES: [NH:1]1[CH2:6][CH2:5][O:4][CH2:3][CH2:2]1.[NH:7]1[C:15]2[C:10](=[CH:11][C:12]([NH:16][C:17]3[C:18]4[S:25][C:24]([C:26]5[CH:33]=[CH:32][C:29]([CH:30]=O)=[CH:28][CH:27]=5)=[CH:23][C:19]=4[N:20]=[CH:21][N:22]=3)=[CH:13][CH:14]=2)[CH:9]=[CH:8]1>>[NH:7]1[C:15]2[C:10](=[CH:11][C:12]([NH:16][C:17]3[C:18]4[S:25][C:24]([C:26]5[CH:33]=[CH:32][C:29]([CH2:30][N:1]6[CH2:6][CH2:5][O:4][CH2:3][CH2:2]6)=[CH:28][CH:27]=5)=[CH:23][C:19]=4[N:20]=[CH:21][N:22]=3)=[CH:13][CH:14]=2)[CH:9]=[CH:8]1. Procedure: The title compound was prepared from morpholine and 4-[4-(1H-indol-5-ylamino)-thieno[3,2-d]pyrimidin-6-yl]-benzaldehyde by a procedure analogous to example 17. M.P. 141-152° C.; LC-MS: 442 (MH+); HPLC RT: 4.10 minutes.